This data is from the Open Reaction Database (ORD), a public repository of structured organic reaction records. The task is: describe an organic reaction: reactants, conditions, products, and yield Reagents/catalysts: C=1C=CC(=CC1)/C=C/C(=O)/C=C/C2=CC=CC=C2.C=1C=CC(=CC1)/C=C/C(=O)/C=C/C2=CC=CC=C2.C=1C=CC(=CC1)/C=C/C(=O)/C=C/C2=CC=CC=C2.[Pd].[Pd] (Pd2(dba)3). Run in O (water). Run at temperature 120 celsius. The product is C(#N)C1=C2C=CC(=CC2=CC=C1)S(=O)(=O)N(C1=NC=NS1)CC1=C(C=C(C=C1)OC)OC (5-cyano-N-(2,4-dimethoxybenzyl)-N-(1,2,4-thiadiazol-5-yl)naphthalene-2-sulfonamide). Procedure: A microwave vial was charged with Xantphos (44.5 mg, 0.077 mmol) and Pd2(dba)3 (35.2 mg, 0.038 mmol). The vessel was flushed with Ar (g), then DMF (3843 μl) was added. The vessel was sealed and heated in a microwave reactor at 120° C. for 10 min. The mixture was cooled, then a solid mixture of 5-bromo-N-(2,4-dimethoxybenzyl)-N-(1,2,4-thiadiazol-5-yl)naphthalene-2-sulfonamide (Intermediate D; 200 mg, 0.384 mmol) and dicyanozinc (226 mg, 1.922 mmol) was added. The vial was re-sealed and heated in ... RXN SMILES: CC1(C)C2C(=C(P(C3C=CC=CC=3)C3C=CC=CC=3)C=CC=2)OC2C(P(C3C=CC=CC=3)C3C=CC=CC=3)=CC=CC1=2.Br[C:44]1[CH:53]=[CH:52][CH:51]=[C:50]2[C:45]=1[CH:46]=[CH:47][C:48]([S:54]([N:57]([CH2:63][C:64]1[CH:69]=[CH:68][C:67]([O:70][CH3:71])=[CH:66][C:65]=1[O:72][CH3:73])[C:58]1[S:62][N:61]=[CH:60][N:59]=1)(=[O:56])=[O:55])=[CH:49]2.[C:74]([Zn]C#N)#[N:75]>O.C1C=CC(/C=C/C(/C=C/C2C=CC=CC=2)=O)=CC=1.C1C=CC(/C=C/C(/C=C/C2C=CC=CC=2)=O)=CC=1.C1C=CC(/C=C/C(/C=C/C2C=CC=CC=2)=O)=CC=1.[Pd].[Pd]>[C:74]([C:44]1[CH:53]=[CH:52][CH:51]=[C:50]2[C:45]=1[CH:46]=[CH:47][C:48]([S:54]([N:57]([CH2:63][C:64]1[CH:69]=[CH:68][C:67]([O:70][CH3:71])=[CH:66][C:65]=1[O:72][CH3:73])[C:58]1[S:62][N:61]=[CH:60][N:59]=1)(=[O:56])=[O:55])=[CH:49]2)#[N:75] |f:4.5.6.7.8|. Starting materials: BrC1=C2C=CC(=CC2=CC=C1)S(=O)(=O)N(C1=NC=NS1)CC1=C(C=C(C=C1)OC)OC (5-bromo-N-(2,4-dimethoxybenzyl)-N-(1,2,4-thiadiazol-5-yl)naphthalene-2-sulfonamide), BrC1=C2C=CC(=CC2=CC=C1)S(=O)(=O)N(C1=NC=NS1)CC1=C(C=C(C=C1)OC)OC (5-bromo-N-(2,4-dimethoxybenzyl)-N-(1,2,4-thiadiazol-5-yl)naphthalene-2-sulfonamide), C(#N)[Zn]C#N (dicyanozinc), CC1(C2=C(C(=CC=C2)P(C3=CC=CC=C3)C4=CC=CC=C4)OC5=C(C=CC=C51)P(C6=CC=CC=C6)C7=CC=CC=C7)C (Xantphos). Reactants: FC(S(=O)(=O)OC1=CC(N(C=C1)C=1SC(=C(C1)C)C(NCC1=CC=CC=C1)=O)=O)(F)F (1-(5-(benzylcarbamoyl)-4-methylthiophen-2-yl)-2-oxo-1,2-dihydropyridin-4-yl trifluoromethanesulfonate), C(CC1=CC=CC=C1)B(O)O (phenethyl boronic acid), ClCCl (dichloromethane), C([O-])([O-])=O.[K+].[K+] (potassium carbonate). The reagents and catalysts are C1=CC=C(C=C1)P([C-]2C=CC=C2)C3=CC=CC=C3.C1=CC=C(C=C1)P([C-]2C=CC=C2)C3=CC=CC=C3.Cl[Pd]Cl.[Fe+2] ([1,1′-bis(diphenylphosphino)ferrocene]dichloropalladium(II)). The solvent is O1CCCC1 (tetrahydrofuran), O (water). Conditions: temperature 70 celsius, time 16 hour. Yields the product C(C1=CC=CC=C1)NC(=O)C=1SC(=CC1C)N1C(C=C(C=C1)CCC1=CC=CC=C1)=O (N-benzyl-3-methyl-5-(2-oxo-4-phenethylpyridine-1(2H)-yl)thiophene-2-carboxamide). Isolated yield 40.0%. As a reaction SMILES: FC(F)(F)S(O[C:7]1[CH:12]=[CH:11][N:10]([C:13]2[S:14][C:15]([C:19](=[O:28])[NH:20][CH2:21][C:22]3[CH:27]=[CH:26][CH:25]=[CH:24][CH:23]=3)=[C:16]([CH3:18])[CH:17]=2)[C:9](=[O:29])[CH:8]=1)(=O)=O.[CH2:32](B(O)O)[CH2:33][C:34]1[CH:39]=[CH:38][CH:37]=[CH:36][CH:35]=1.ClCCl.C(=O)([O-])[O-].[K+].[K+]>O1CCCC1.O.C1C=CC(P(C2C=CC=CC=2)[C-]2C=CC=C2)=CC=1.C1C=CC(P(C2C=CC=CC=2)[C-]2C=CC=C2)=CC=1.Cl[Pd]Cl.[Fe+2]>[CH2:21]([NH:20][C:19]([C:15]1[S:14][C:13]([N:10]2[CH:11]=[CH:12][C:7]([CH2:32][CH2:33][C:34]3[CH:39]=[CH:38][CH:37]=[CH:36][CH:35]=3)=[CH:8][C:9]2=[O:29])=[CH:17][C:16]=1[CH3:18])=[O:28])[C:22]1[CH:27]=[CH:26][CH:25]=[CH:24][CH:23]=1 |f:3.4.5,8.9.10.11|. Reported procedure: A mixture of 1-(5-(benzylcarbamoyl)-4-methylthiophen-2-yl)-2-oxo-1,2-dihydropyridin-4-yl trifluoromethanesulfonate (0.15 g, 0.32 mmol), phenethyl boronic acid (0.047 g, 0.31 mmol), [1,1′-bis(diphenylphosphino)ferrocene]dichloropalladium(II), 1:1 complex with dichloromethane (0.023 g, 0.028 mmol) and potassium carbonate (0.13 g, 0.95 mmol) in tetrahydrofuran (3 mL) and water (0.3 mL) was stirred in a sealed tube at 70° C. for 16 hours under nitrogen atmosphere. The reaction mixture was allowed to... Starting materials: ClC1=C(C(=CC(=C1)SC(F)(F)F)Cl)NC1=NC2=CC=NC=C2C2=C1C=CN=C2OC (N-{2,6-dichloro-4-[(trifluoromethyl)thio]phenyl}-10-methoxypyrido[4,3-c]-1,6-naphthyridin-6-amine), ClC1=C(C(=CC(=C1)SC(F)(F)F)Cl)NC1=NC2=CC=NC=C2C2=C1C=CN=C2OCC (N-{2,6-dichloro-4-[(trifluoromethyl)thio]phenyl}-10-ethoxypyrido[4,3-c]-1,6-naphthyridin-6-amine), B(Br)(Br)Br (boron tribromide). RXN SMILES: [Cl:1][C:2]1[CH:7]=[C:6]([S:8][C:9]([F:12])([F:11])[F:10])[CH:5]=[C:4]([Cl:13])[C:3]=1[NH:14][C:15]1[C:24]2[CH:25]=[CH:26][N:27]=[C:28]([O:29]C)[C:23]=2[C:22]2[C:17](=[CH:18][CH:19]=[N:20][CH:21]=2)[N:16]=1.ClC1C=C(SC(F)(F)F)C=C(Cl)C=1NC1C2C=CN=C(OCC)C=2C2C(=CC=NC=2)N=1.B(Br)(Br)Br>C(Cl)(Cl)Cl>[Cl:13][C:4]1[CH:5]=[C:6]([S:8][C:9]([F:10])([F:11])[F:12])[CH:7]=[C:2]([Cl:1])[C:3]=1[NH:14][C:15]1[C:24]2[CH:25]=[CH:26][NH:27][C:28](=[O:29])[C:23]=2[C:22]2[C:17](=[CH:18][CH:19]=[N:20][CH:21]=2)[N:16]=1. Procedure: A solution of N-{2,6-dichloro-4-[(trifluoromethyl)thio]phenyl}-10-methoxypyrido[4,3-c]-1,6-naphthyridin-6-amine (15 mg, 0.03 mmol), N-{2,6-dichloro-4-[(trifluoromethyl)thio]phenyl}-10-ethoxypyrido[4,3-c]-1,6-naphthyridin-6-amine (15 mg, 0.03 mmol) and boron tribromide (0.256 ml, 0.26 mmol) in chloroform (10 ml) was stirred in a microwave vial. The vial was sealed and heated to 85° C. for 45 minutes. The crude reaction mixture was washed with sodium bicarbonate and extracted with 3:1 chloroform:i... Solvent: C(Cl)(Cl)Cl (chloroform). Yields the product ClC1=C(C(=CC(=C1)SC(F)(F)F)Cl)NC1=NC2=CC=NC=C2C2=C1C=CNC2=O (6-({2,6-Dichloro-4-[(trifluoromethyl)thio]phenyl}amino)pyrido[4,3-c]-1,6-naphthyridin-10(9H)-one). Conditions: temperature 85 celsius. Starting materials: CC(=O)[O-], CC(=O)O, CCOC(=O)CC(=O)CCl, O=N[O-], Nc1ccccc1F, [Na+], [Na+], O, O=S(=O)(O)O. Product: CCOC(=O)C(N=Nc1ccccc1F)C(=O)CCl. RXN SMILES: [C:23]([O-:24])(=[O:25])[CH3:26].[C:33]([OH:34])(=[O:35])[CH3:36].[Cl:13][CH2:14][C:15]([CH2:16][C:17](=[O:18])[O:19][CH2:20][CH3:21])=[O:22].[N:1]([O-:2])=[O:3].[NH2:5][c:6]1[cH:7][cH:8][cH:9][cH:10][c:11]1[F:12].[Na+:27].[Na+:4].[OH2:37].[S:28](=[O:29])(=[O:30])([OH:31])[OH:32]>>[N:1](=[N:5][c:6]1[cH:7][cH:8][cH:9][cH:10][c:11]1[F:12])[CH:16]([C:15]([CH2:14][Cl:13])=[O:22])[C:17](=[O:18])[O:19][CH2:20][CH3:21].